From a dataset of the Open Reaction Database (ORD), a public repository of structured organic reaction records. describe an organic reaction: reactants, conditions, products, and yield Starting materials: C1CCC2=NCCCN2CC1, CCOC(=O)Nc1nc2cc(F)ccc2nc1OC, C1CCOC1, c1ccc(N2CCNCC2)cc1. Yields the product COc1nc2ccc(F)cc2nc1NC(=O)N1CCN(c2ccccc2)CC1. Reaction SMILES: [CH2:32]1[CH2:33][CH2:34][C:35]2=[N:40][CH2:39][CH2:38][CH2:37][N:36]2[CH2:41][CH2:42]1.[F:1][c:2]1[cH:3][c:4]2[n:5][c:6]([NH:14][C:15]([O:16][CH2:17][CH3:18])=[O:19])[c:7]([O:12][CH3:13])[n:8][c:9]2[cH:10][cH:11]1.[O:43]1[CH2:44][CH2:45][CH2:46][CH2:47]1.[c:20]1([N:26]2[CH2:27][CH2:28][NH:29][CH2:30][CH2:31]2)[cH:21][cH:22][cH:23][cH:24][cH:25]1>>[F:1][c:2]1[cH:3][c:4]2[n:5][c:6]([NH:14][C:15](=[O:19])[N:29]3[CH2:28][CH2:27][N:26]([c:20]4[cH:21][cH:22][cH:23][cH:24][cH:25]4)[CH2:31][CH2:30]3)[c:7]([O:12][CH3:13])[n:8][c:9]2[cH:10][cH:11]1. Reactants: [BH4-], CCc1nc2c(C)cc(C)nc2n1Cc1ccc(C(=O)c2ccccc2)cc1, CCOCC, CC(C)=O, CCCCCC, CCO, [Na+]. The product is CCc1nc2c(C)cc(C)nc2n1Cc1ccc(C(O)c2ccccc2)cc1. Reaction SMILES: [BH4-:29].[CH2:1]([CH3:2])[c:3]1[n:4][c:5]2[c:6]([n:7][c:8]([CH3:12])[cH:9][c:10]2[CH3:11])[n:13]1[CH2:14][c:15]1[cH:16][cH:17][c:18]([C:19](=[O:20])[c:21]2[cH:22][cH:23][cH:24][cH:25][cH:26]2)[cH:27][cH:28]1.[CH2:41]([O:42][CH2:43][CH3:44])[CH3:45].[CH3:31][C:32](=[O:33])[CH3:34].[CH3:35][CH2:36][CH2:37][CH2:38][CH2:39][CH3:40].[CH3:46][CH2:47][OH:48].[Na+:30]>>[CH2:1]([CH3:2])[c:3]1[n:4][c:5]2[c:6]([n:7][c:8]([CH3:12])[cH:9][c:10]2[CH3:11])[n:13]1[CH2:14][c:15]1[cH:16][cH:17][c:18]([CH:19]([OH:20])[c:21]2[cH:22][cH:23][cH:24][cH:25][cH:26]2)[cH:27][cH:28]1. Starting materials: N1CCNCC1 (piperazine), FC1=C(C(=C(C(=C1OC(=O)C1CNC(C1)=O)F)F)F)F (5-oxo-pyrrolidine-3-carboxylic acid pentafluorophenyl ester), C(Cl)Cl (methylene chloride). Run in C1CCOC1 (THF). Conditions: time 10 hour. Product: N1(CCNCC1)C(=O)C1CC(NC1)=O (4-(piperazine-1-carbonyl)-pyrrolidin-2-one). The yield is 107.0%. RXN SMILES: FC1C(O[C:9]([CH:11]2[CH2:15][C:14](=[O:16])[NH:13][CH2:12]2)=[O:10])=C(F)C(F)=C(F)C=1F.[NH:21]1[CH2:26][CH2:25][NH:24][CH2:23][CH2:22]1.C(Cl)Cl>C1COCC1>[N:21]1([C:9]([CH:11]2[CH2:12][NH:13][C:14](=[O:16])[CH2:15]2)=[O:10])[CH2:26][CH2:25][NH:24][CH2:23][CH2:22]1. Procedure: To a suspension of 5-oxo-pyrrolidine-3-carboxylic acid pentafluorophenyl ester 17 (40.1 mg, 0.0578 mmol) in 2 mL THF extra dry was added piperazine (19.9 mg, 0.231 mmol) at room temperature. The reaction mixture was stirred for 10 hours at room temperature. Afterwards, 20 mL methylene chloride were added. The resulting organic layer was washed with 20 mL of a saturated aqueous solution of sodium hydrogenocarbonate, dried over magnesium sulfate and the solvent was removed in vacuo. Finally, the c...